From a dataset of the Open Reaction Database (ORD), a public repository of structured organic reaction records. describe an organic reaction: reactants, conditions, products, and yield Reactants: CC(C)(C)OC(=O)N1CCC(O)CC1, CN(C)c1cc(S(C)(=O)=O)ccc1-n1ncc2c(O)ncnc21, Cc1ccccc1, CC(C)OC(=O)N=NC(=O)OC(C)C, c1ccc(P(c2ccccc2)c2ccccc2)cc1. Yields the product CN(C)c1cc(S(C)(=O)=O)ccc1-n1ncc2c(OC3CCN(C(=O)OC(C)(C)C)CC3)ncnc21. RXN SMILES: [C:24]([CH3:25])([CH3:26])([CH3:27])[O:28][C:29](=[O:30])[N:31]1[CH2:32][CH2:33][CH:34]([OH:37])[CH2:35][CH2:36]1.[CH3:1][N:2]([c:3]1[c:4](-[n:13]2[n:14][cH:15][c:16]3[c:17]2[n:18][cH:19][n:20][c:21]3[OH:22])[cH:5][cH:6][c:7]([S:9](=[O:10])(=[O:11])[CH3:12])[cH:8]1)[CH3:23].[CH3:71][c:72]1[cH:73][cH:74][cH:75][cH:76][cH:77]1.[O:57]=[C:58]([O:59][CH:60]([CH3:61])[CH3:62])[N:63]=[N:64][C:65]([O:66][CH:67]([CH3:68])[CH3:69])=[O:70].[c:38]1([P:39]([c:40]2[cH:41][cH:42][cH:43][cH:44][cH:45]2)[c:46]2[cH:47][cH:48][cH:49][cH:50][cH:51]2)[cH:52][cH:53][cH:54][cH:55][cH:56]1>>[CH3:1][N:2]([c:3]1[c:4](-[n:13]2[n:14][cH:15][c:16]3[c:17]2[n:18][cH:19][n:20][c:21]3[O:22][CH:34]2[CH2:33][CH2:32][N:31]([C:29]([O:28][C:24]([CH3:25])([CH3:26])[CH3:27])=[O:30])[CH2:36][CH2:35]2)[cH:5][cH:6][c:7]([S:9](=[O:10])(=[O:11])[CH3:12])[cH:8]1)[CH3:23].